From a dataset of the Open Reaction Database (ORD), a public repository of structured organic reaction records. describe an organic reaction: reactants, conditions, products, and yield Starting materials: Cc1ccc2c(c1)C(c1ccccc1)CC2=O, Cc1ccc(S(=O)(=O)O)cc1, ClCCl, O=C(OO)c1cccc(Cl)c1. Product: Cc1ccc2c(c1)C(c1ccccc1)CC(=O)O2. RXN SMILES: [CH3:1][c:2]1[cH:3][c:4]2[c:8]([cH:9][cH:10]1)[C:7](=[O:11])[CH2:6][CH:5]2[c:12]1[cH:13][cH:14][cH:15][cH:16][cH:17]1.[CH3:29][c:30]1[cH:31][cH:32][c:33]([S:34]([OH:35])(=[O:36])=[O:37])[cH:38][cH:39]1.[Cl:40][CH2:41][Cl:42].[OH:18][O:19][C:20]([c:21]1[cH:22][c:23]([Cl:24])[cH:25][cH:26][cH:27]1)=[O:28]>>[CH3:1][c:2]1[cH:3][c:4]2[c:8]([cH:9][cH:10]1)[O:18][C:7](=[O:11])[CH2:6][CH:5]2[c:12]1[cH:13][cH:14][cH:15][cH:16][cH:17]1. The reactants are N1=C(C=CC=C1)NC(=S)N1C=NC=C1 (1-[(2-pyridyl)thiocarbamoyl]imidazole), ClC1=C(C=CC=C1)CCN (2-(2-chlorophenyl)ethylamine), C(C)(=O)OCC (ethyl acetate). Solvent: CN(C=O)C (N,N-dimethylformamide). Yields the product ClC1=C(C=CC=C1)CCNC(=S)NC1=NC=CC=C1 (N-[2-(2-chlorophenyl)ethyl]-N'-(2-pyridyl)thiourea). Isolated yield 14.4%. Reaction SMILES: [N:1]1[CH:6]=[CH:5][CH:4]=[CH:3][C:2]=1[NH:7][C:8]([N:10]1[CH:14]=[CH:13]N=C1)=[S:9].[Cl:15][C:16]1[CH:21]=[CH:20][CH:19]=[CH:18][C:17]=1CCN.C(OCC)(=O)C>CN(C)C=O>[Cl:15][C:16]1[CH:21]=[CH:20][CH:19]=[CH:18][C:17]=1[CH2:13][CH2:14][NH:10][C:8]([NH:7][C:2]1[CH:3]=[CH:4][CH:5]=[CH:6][N:1]=1)=[S:9]. Procedure details: A solution of 1-[(2-pyridyl)thiocarbamoyl]imidazole (1.02 g, 5.0 mmol) and 2-(2-chlorophenyl)ethylamine (0.81 g, 5.0 mmol) in N,N-dimethylformamide (20 mL) was stirred at 90° C. for 24 h. The reaction was cooled to room temperature, poured into ethyl acetate, washed with water, 1N aqueous HCl water, saturated sodium bicarbonate, and brine. The organic layer was concentrated and the resultant oil was purified by chromatography on silica gel to provide 0.21 g (14%) of the titled product as a yello... The reactants are BrC=1C=C(C(=C(C(=O)O)C1)Cl)OC (5-Bromo-2-chloro-3-methoxybenzoic acid), C(C(=O)Cl)(=O)Cl (oxalyl chloride), [Al+3].[Cl-].[Cl-].[Cl-] (AlCl3), ice water, C1(=CC=CC=C1)OCC (phenetole). Solvent: C(Cl)Cl (CH2Cl2), CN(C)C=O (DMF). Reaction conditions: time 3 hour. Yields the product BrC=1C=C(C(=C(C1)C(=O)C1=CC=C(C=C1)OCC)Cl)OC ((5-Bromo-2-chloro-3-methoxyphenyl)(4-ethoxyphenyl)methanone). RXN SMILES: [Br:1][C:2]1[CH:3]=[C:4]([O:12][CH3:13])[C:5]([Cl:11])=[C:6]([CH:10]=1)[C:7]([OH:9])=O.C(Cl)(=O)C(Cl)=O.[C:20]1([O:26][CH2:27][CH3:28])[CH:25]=[CH:24][CH:23]=[CH:22][CH:21]=1.[Al+3].[Cl-].[Cl-].[Cl-]>C(Cl)Cl.CN(C=O)C>[Br:1][C:2]1[CH:3]=[C:4]([O:12][CH3:13])[C:5]([Cl:11])=[C:6]([C:7]([C:23]2[CH:24]=[CH:25][C:20]([O:26][CH2:27][CH3:28])=[CH:21][CH:22]=2)=[O:9])[CH:10]=1 |f:3.4.5.6|. Procedure: To a solution of acid 56 (4.9 g, 18.57 mmol) in CH2Cl2 (62 mL) were added oxalyl chloride (2.1 mL, 24.14 mmol) and catalytic amounts of DMF at room temperature. The mixture was stirred at room temperature for 3 hours. The mixture was evaporated in vacuo and dried under high vacuum. The crude acid chloride was dissolved with CH2Cl2 (93 mL) and cooled to 0° C. To the mixture was added phenetole (2.4 mL, 18.57 mmol) at 0° C. and stirred at 0° C. for 5 min. To the reaction mixture was added AlCl3 (2... Reactants: Cl(=O)(=O)(=O)[O-].ClC=1C=CC=2C(=CC=3C=CC=C[N+]3C2)C1OC (9-chloro-10-methoxybenzo[b]quinolizinium perchlorate). The solvent is Br (HBr). Run at time 18 hour. Product: Cl(=O)(=O)(=O)[O-].C(CCC)C1=C2C(=CC=3C=CC=C[N+]13)C=CC=C2 (6-butylbenzo[b]quinolizinium perchlorate). The yield is 152.6%. As a reaction SMILES: [Cl:1]([O-:5])(=[O:4])(=[O:3])=[O:2].Cl[C:7]1[CH:8]=[CH:9][C:10]2[C:11]([C:20]=1OC)=[CH:12][C:13]1[CH:14]=[CH:15][CH:16]=[CH:17][N+:18]=1[CH:19]=2>Br>[Cl:1]([O-:5])(=[O:4])(=[O:3])=[O:2].[CH2:8]([C:19]1[N+:18]2[CH:17]=[CH:16][CH:15]=[CH:14][C:13]=2[CH:12]=[C:11]2[CH:20]=[CH:7][CH:8]=[CH:9][C:10]=12)[CH2:7][CH2:20][CH3:11] |f:0.1,3.4|. Procedure: A reaction mixture containing 9-chloro-10-methoxybenzo[b]quinolizinium perchlorate (5 g; 14.83 mmol) and 48% HBr (50 ml) was refluxed with stirring for 18 hours. The mixture was concentrated in vacuo, the residue was redissolved in water, filtered, and the filtrate was treated with a sodium perchlorate solution with stirring for 40 minutes. The solid was filtered and recrystallized from acetone/ether (1:1) to afford 3.8 g (79%) of 9-chloro-10-hydroxy-benzo[b]quinolizinium perchlorate (Formula II... Reactants: C[Si]([N-][Si](C)(C)C)(C)C.[Na+] (Sodium hexamethyldisilazide), [Cl-].COC[P+](C1=CC=CC=C1)(C1=CC=CC=C1)C1=CC=CC=C1 (methoxymethyltriphenylphosphonium chloride), N1=C(C=NC=C1)C1=CC=C(C=O)C=C1 (4-pyrazinylbenzaldehyde). Solvent: C1CCOC1 (THF), C1CCOC1 (THF). Reaction conditions: temperature -10 celsius, time 15 minute. The product is CO/C=C/C1=CC=C(C=C1)C1=NC=CN=C1 (2-[4-[(E)-2-methoxyethenyl]phenyl]-pyrazine). Isolated yield 71.1%. RXN SMILES: C[Si](C)(C)[N-][Si](C)(C)C.[Na+].[Cl-].[CH3:12][O:13][CH2:14][P+](C1C=CC=CC=1)(C1C=CC=CC=1)C1C=CC=CC=1.[N:34]1[CH:39]=[CH:38][N:37]=[CH:36][C:35]=1[C:40]1[CH:47]=[CH:46][C:43]([CH:44]=O)=[CH:42][CH:41]=1>C1COCC1>[CH3:12][O:13]/[CH:14]=[CH:44]/[C:43]1[CH:46]=[CH:47][C:40]([C:35]2[CH:36]=[N:37][CH:38]=[CH:39][N:34]=2)=[CH:41][CH:42]=1 |f:0.1,2.3|. Procedure details: Sodium hexamethyldisilazide (10.80 mL, 10.80 mmol, 1.0M in THF) was added to a suspension of methoxymethyltriphenylphosphonium chloride (3.72 g, 10.80 mmol) in THF (20 mL) at −10° C., and the red-orange mixture was stirred for 15 min at −10° C. A solution of 4-pyrazinylbenzaldehyde (1.00 g, 5.43 mmol) prepared as described in reference example 17) in THF (3 mL) was added dropwise, and stirring was continued at −10° C. for 1 h. The reaction mixture was quenched with sat. aq. NH4Cl, extracted with... Starting materials: CC[O-], CC[O-], CC[O-], CC[O-], CCC(CC(O)(C=O)C(F)(F)F)c1cccc(F)c1OC, CCc1ncc2c(N)cccc2n1, [Ti+4]. The product is CCc1ncc2c(N=CC(O)(CC(CC)c3cccc(F)c3OC)C(F)(F)F)cccc2n1. RXN SMILES: [CH3:35][CH2:36][O-:37].[CH3:38][CH2:39][O-:40].[CH3:41][CH2:42][O-:43].[CH3:44][CH2:45][O-:46].[F:1][c:2]1[c:3]([O:20][CH3:21])[c:4]([CH:8]([CH2:9][C:10]([CH:11]=[O:12])([C:13]([F:14])([F:15])[F:16])[OH:17])[CH2:18][CH3:19])[cH:5][cH:6][cH:7]1.[NH2:22][c:23]1[c:24]2[cH:25][n:26][c:27]([CH2:33][CH3:34])[n:28][c:29]2[cH:30][cH:31][cH:32]1.[Ti+4:47]>>[F:1][c:2]1[c:3]([O:20][CH3:21])[c:4]([CH:8]([CH2:9][C:10]([CH:11]=[N:22][c:23]2[c:24]3[cH:25][n:26][c:27]([CH2:33][CH3:34])[n:28][c:29]3[cH:30][cH:31][cH:32]2)([C:13]([F:14])([F:15])[F:16])[OH:17])[CH2:18][CH3:19])[cH:5][cH:6][cH:7]1. The reactants are CO, ClCCl, Nc1ccc(I)c(C(F)(F)F)c1, O=C(O)Cc1ccc(-n2cnc3cccnc32)cc1. Product: O=C(Cc1ccc(-n2cnc3cccnc32)cc1)Nc1ccc(I)c(C(F)(F)F)c1. As a reaction SMILES: [CH3:35][OH:36].[Cl:32][CH2:33][Cl:34].[I:20][c:21]1[c:22]([C:28]([F:29])([F:30])[F:31])[cH:23][c:24]([NH2:27])[cH:25][cH:26]1.[n:1]1[cH:2][n:3](-[c:10]2[cH:11][cH:12][c:13]([CH2:16][C:17](=[O:18])[OH:19])[cH:14][cH:15]2)[c:4]2[n:5][cH:6][cH:7][cH:8][c:9]12>>[n:1]1[cH:2][n:3](-[c:10]2[cH:11][cH:12][c:13]([CH2:16][C:17](=[O:19])[NH:27][c:24]3[cH:23][c:22]([C:28]([F:29])([F:30])[F:31])[c:21]([I:20])[cH:26][cH:25]3)[cH:14][cH:15]2)[c:4]2[n:5][cH:6][cH:7][cH:8][c:9]12.